Dataset: the Open Reaction Database (ORD), a public repository of structured organic reaction records. Task: describe an organic reaction: reactants, conditions, products, and yield Starting materials: COC1CCN(CC1)C=1C=CC(=C(C1)OS(=O)(=O)C(F)(F)F)[N+](=O)[O-] (Trifluoromethanesulfonic acid 5-(4-methoxypiperidin-1-yl)-2-nitrophenyl ester), CC1(OB(OC1(C)C)C1=CC(CC(C1)(C)C)(C)C)C (4,4,5,5-Tetramethyl-2-(3,3,5,5-tetramethylcyclohex-1-enyl)-[1,3,2]dioxaborolane). Solvent: COCCOC.O (1,2-dimethoxyethane water). The product is COC1CCN(CC1)C1=CC(=C(C=C1)[N+](=O)[O-])C1=CC(CC(C1)(C)C)(C)C (4-Methoxy-1-[4-nitro-3-(3,3,5,5-tetramethylcyclohex-1-enyl)phenyl]piperidine). Reaction SMILES: [CH3:1][O:2][CH:3]1[CH2:8][CH2:7][N:6]([C:9]2[CH:10]=[CH:11][C:12]([N+:23]([O-:25])=[O:24])=[C:13](OS(C(F)(F)F)(=O)=O)[CH:14]=2)[CH2:5][CH2:4]1.CC1(C)C(C)(C)OB([C:34]2[CH2:39][C:38]([CH3:41])([CH3:40])[CH2:37][C:36]([CH3:43])([CH3:42])[CH:35]=2)O1>COCCOC.O>[CH3:1][O:2][CH:3]1[CH2:8][CH2:7][N:6]([C:9]2[CH:10]=[CH:11][C:12]([N+:23]([O-:25])=[O:24])=[C:13]([C:34]3[CH2:39][C:38]([CH3:41])([CH3:40])[CH2:37][C:36]([CH3:43])([CH3:42])[CH:35]=3)[CH:14]=2)[CH2:5][CH2:4]1 |f:2.3|. Procedure: Trifluoromethanesulfonic acid 5-(4-methoxypiperidin-1-yl)-2-nitrophenyl ester (3 g, 7.81 mmol) prepared in Example (7c) was used as the starting material. 4,4,5,5-Tetramethyl-2-(3,3,5,5-tetramethylcyclohex-1-enyl)-[1,3,2]dioxaborolane prepared in Example (4b) was used instead of 4-t-butylcyclohex-1-enyl-(4,4,5,5-tetramethyl)-[1,3,2]dioxaborolane, and a mixed solvent of 1,2-dimethoxyethane-water was used as the solvent, for reaction in a manner similar to Example (7e) and treated in a similar man... The reactants are BrCCCOC1=CC=C(C=C1)[N+](=O)[O-] (1-(3-bromopropoxy)-4-nitrobenzene), C1NCCC2=CC=CC=C12 (1,2,3,4-tetrahydroisoquinoline), C([O-])([O-])=O.[K+].[K+] (potassium carbonate). Yield: 73.6%. Yields the product [N+](=O)([O-])C1=CC=C(OCCCN2CC3=CC=CC=C3CC2)C=C1 (1,2,3,4-Tetrahydro-2-[3-(4-nitrophenoxy)propyl]isoquinoline). Solvent: CN(C)C=O (DMF). As a reaction SMILES: Br[CH2:2][CH2:3][CH2:4][O:5][C:6]1[CH:11]=[CH:10][C:9]([N+:12]([O-:14])=[O:13])=[CH:8][CH:7]=1.[CH2:15]1[C:24]2[C:19](=[CH:20][CH:21]=[CH:22][CH:23]=2)[CH2:18][CH2:17][NH:16]1.C(=O)([O-])[O-].[K+].[K+]>CN(C=O)C>[N+:12]([C:9]1[CH:10]=[CH:11][C:6]([O:5][CH2:4][CH2:3][CH2:2][N:16]2[CH2:17][CH2:18][C:19]3[C:24](=[CH:23][CH:22]=[CH:21][CH:20]=3)[CH2:15]2)=[CH:7][CH:8]=1)([O-:14])=[O:13] |f:2.3.4|. Reaction conditions: time 24 hour. Procedure: A mixture of 1-(3-bromopropoxy)-4-nitrobenzene (10 g), 1,2,3,4-tetrahydroisoquinoline (5.1 g) and potassium carbonate (10.6 g) in DMF (100 ml) was stirred at 70° for 24 h. The mixture was then filtered and the filtrate evaporated. The residue was taken up with water and extracted with dichloromethane. The organic layer was washed with water, dried, evaporated and purified by column chromatography eluting with dichloromethane/methanol (96:4) to give the title compound (8.8 g) as a yellow oil. NMR... Starting materials: COC(=O)C1=CC(=C2C=CC(=CC=C12)C(C)C)CCCCNS(=O)(=O)C1=CC=CC=C1 (6-Isopropyl-3-[4-(benzenesulfonylamino)butyl]-azulene-1-carboxylic acid methyl ester). Solvent: P(O)(O)(O)=O (phosphoric acid). Yields the product C(C)(C)C=1C=CC2=C(C=CC2=CC1)CCCCNS(=O)(=O)C1=CC=CC=C1 (6-Isopropyl-3-[4-(benzenesulfonylamino)butyl]-azulene). The yield is 92.6%. RXN SMILES: COC([C:5]1[C:14]2[C:8]([CH:9]=[CH:10][C:11]([CH:15]([CH3:17])[CH3:16])=[CH:12][CH:13]=2)=[C:7]([CH2:18][CH2:19][CH2:20][CH2:21][NH:22][S:23]([C:26]2[CH:31]=[CH:30][CH:29]=[CH:28][CH:27]=2)(=[O:25])=[O:24])[CH:6]=1)=O>P(=O)(O)(O)O>[CH:15]([C:11]1[CH:10]=[CH:9][C:8]2[C:14](=[CH:13][CH:12]=1)[CH:5]=[CH:6][C:7]=2[CH2:18][CH2:19][CH2:20][CH2:21][NH:22][S:23]([C:26]1[CH:27]=[CH:28][CH:29]=[CH:30][CH:31]=1)(=[O:25])=[O:24])([CH3:17])[CH3:16]. Procedure: A solution of 6-Isopropyl-3-[4-(benzenesulfonylamino)butyl]-azulene-1-carboxylic acid methyl ester (1.53 g) in 100% phosphoric acid (13 ml) was stirred at 120° C. for 20 min. The reaction mixture was poured on ice-water, and extracted with ethyl acetate. The ethyl acetate extracts were washed with water and dried over MgSO4. Removal of the solvent and the purification by silica gel columnchromatography (ethyl acetate-n-hexane, 1:3) afforded the title compound (1.23 g 94%) as a violet crystal 75°... Starting materials: O (water), N1=CC=CC=C1 (pyridine), FC(C(=O)OC(C(F)(F)F)=O)(F)F (trifluoroacetic anhydride), FC1=C(CC2=NC(=C3N2C=CC=C3)C(=O)N)C=CC=C1 (3-(2-Fluorobenzyl)imidazo[1,5-a]pyridine-1-carboxamide). Procedure details: 269 mg (1.00 mmol) of 3-(2-fluorobenzyl)imidazo[1,5-a]pyridine-1-carboxamide from example 17A are dissolved in 2.5 ml of THF, and 200 mg (2.50 mmol) of pyridine and 525 mg (2.50 mmol) of trifluoroacetic anhydride are added. The mixture is stirred at RT for 15 h, then water is added, and the mixture is extracted with ethyl acetate. The organic phase is washed with saturated sodium bicarbonate solution and 1 N hydrochloric acid, dried over sodium sulfate and concentrated. The crude product obtaine... The solvent is C1CCOC1 (THF). The product is FC1=C(CC2=NC(=C3N2C=CC=C3)C#N)C=CC=C1 (3-(2-Fluorobenzyl)imidazo[1,5-a]pyridine-1-carbonitrile). Reaction conditions: time 15 hour. Reaction SMILES: [F:1][C:2]1[CH:20]=[CH:19][CH:18]=[CH:17][C:3]=1[CH2:4][C:5]1[N:9]2[CH:10]=[CH:11][CH:12]=[CH:13][C:8]2=[C:7]([C:14]([NH2:16])=O)[N:6]=1.N1C=CC=CC=1.FC(F)(F)C(OC(=O)C(F)(F)F)=O.O>C1COCC1>[F:1][C:2]1[CH:20]=[CH:19][CH:18]=[CH:17][C:3]=1[CH2:4][C:5]1[N:9]2[CH:10]=[CH:11][CH:12]=[CH:13][C:8]2=[C:7]([C:14]#[N:16])[N:6]=1. Reactants: C(C)(C)N(CC)C(C)C (diisopropylethylamine), O1COC2=C1C=CC(=C2)S(=O)(=O)Cl (Benzo[1,3]dioxole-5-sulfonyl chloride), O1COCC(C1)OC(N[C@H]([C@@H](CNCC(CCC#N)(C)C)O)CC1=CC=CC=C1)=O ([(1S,2R)-1-Benzyl-3-(4-cyano-2,2-dimethyl-butylamino)-2-hydroxy-propyl]-carbamic acid [1,3]dioxan-5-yl ester). Run in C(Cl)Cl (CH2Cl2). Yields the product O1COCC(C1)OC(N[C@H]([C@@H](CN(CC(CCC#N)(C)C)S(=O)(=O)C1=CC2=C(OCO2)C=C1)O)CC1=CC=CC=C1)=O ({(1S,2R)-3-[(Benzo[1,3]dioxole-5-sulfonyl)-(4-cyano-2,2-dimethyl-butyl)-amino]-1-benzyl-2-hydroxy-propyl}-carbamic acid [1,3]dioxan-5-yl ester). Isolated yield 73.4%. RXN SMILES: [O:1]1[CH2:6][CH:5]([O:7][C:8](=[O:30])[NH:9][C@@H:10]([CH2:23][C:24]2[CH:29]=[CH:28][CH:27]=[CH:26][CH:25]=2)[C@H:11]([OH:22])[CH2:12][NH:13][CH2:14][C:15]([CH3:21])([CH3:20])[CH2:16][CH2:17][C:18]#[N:19])[CH2:4][O:3][CH2:2]1.C(N(C(C)C)CC)(C)C.[O:40]1[C:44]2[CH:45]=[CH:46][C:47]([S:49](Cl)(=[O:51])=[O:50])=[CH:48][C:43]=2[O:42][CH2:41]1>C(Cl)Cl>[O:1]1[CH2:6][CH:5]([O:7][C:8](=[O:30])[NH:9][C@@H:10]([CH2:23][C:24]2[CH:25]=[CH:26][CH:27]=[CH:28][CH:29]=2)[C@H:11]([OH:22])[CH2:12][N:13]([S:49]([C:47]2[CH:46]=[CH:45][C:44]3[O:40][CH2:41][O:42][C:43]=3[CH:48]=2)(=[O:50])=[O:51])[CH2:14][C:15]([CH3:21])([CH3:20])[CH2:16][CH2:17][C:18]#[N:19])[CH2:4][O:3][CH2:2]1. Procedure: [(1S,2R)-1-Benzyl-3-(4-cyano-2,2-dimethyl-butylamino)-2-hydroxy-propyl]-carbamic acid [1,3]dioxan-5-yl ester (0.059 g, 0.14 mmol) was dissolved in CH2Cl2 and treated with diisopropylethylamine (0.075 ml, 0.42 mmol) and Benzo[1,3]dioxole-5-sulfonyl chloride (0.037 g, 0.17 mmol) at ambient temperature under argon with stirring. After 15 h the reaction mixture was concentrated in vacuo, taken up in EtOAc, washed with sat. aq. NaHCO3, and brine. The organic phase was dried over MgSO4, filtered and s... Product: CC1OC(n2cnc3c(Nc4ccccc4)ccnc32)C(O)C1O. As a reaction SMILES: [CH:17]1([n:25]2[cH:26][cH:27][c:28](=[O:29])[nH:30][c:31]2=[O:32])[CH:18]([OH:19])[CH:20]([OH:21])[CH:22]([CH3:23])[O:24]1.[K+:36].[N-:33]=[N+:34]=[N-:35].[NH:1]([c:2]1[cH:3][cH:4][cH:5][cH:6][cH:7]1)[c:8]1[c:9]2[c:10]([n:11][cH:12][cH:13]1)[nH:14][cH:15][n:16]2>>[NH:1]([c:2]1[cH:3][cH:4][cH:5][cH:6][cH:7]1)[c:8]1[c:9]2[c:10]([n:11][cH:12][cH:13]1)[n:14]([CH:17]1[CH:18]([OH:19])[CH:20]([OH:21])[CH:22]([CH3:23])[O:24]1)[cH:15][n:16]2. Starting materials: CC1OC(n2ccc(=O)[nH]c2=O)C(O)C1O, [K+], [N-]=[N+]=[N-], c1ccc(Nc2ccnc3[nH]cnc23)cc1. The reactants are CCOC(=O)CC(=O)OCC, CCCc1cc(-c2ccccc2)nnc1NN, CCCc1cc(-c2ccccc2)nn2c(CC(=O)OCC)nnc12. The product is CCCc1cc(-c2ccccc2)nn2c(CC(=O)O)nnc12. As a reaction SMILES: [C:18]([O:19][CH2:20][CH3:21])(=[O:22])[CH2:23][C:24]([O:25][CH2:26][CH3:27])=[O:28].[NH:1]([c:2]1[n:3][n:4][c:5](-[c:6]2[cH:7][cH:8][cH:9][cH:10][cH:11]2)[cH:12][c:13]1[CH2:14][CH2:15][CH3:16])[NH2:17].[c:29]1(-[c:35]2[cH:36][c:37]([CH2:50][CH2:51][CH3:52])[c:38]3[n:39]([n:40]2)[c:41]([CH2:44][C:45](=[O:46])[O:47][CH2:48][CH3:49])[n:42][n:43]3)[cH:30][cH:31][cH:32][cH:33][cH:34]1>>[c:29]1(-[c:35]2[cH:36][c:37]([CH2:50][CH2:51][CH3:52])[c:38]3[n:39]([n:40]2)[c:41]([CH2:44][C:45](=[O:46])[OH:47])[n:42][n:43]3)[cH:30][cH:31][cH:32][cH:33][cH:34]1. The reactants are C(C=C)ON=C1C[C@H](N(C1)C(=O)OC(C)(C)C)C(=O)O ((2S,4EZ)-4-[(allyloxy)-imino]-1-(tert-butoxycarbonyl)-2-pyrrolidinecarboxylic acid), C(C)N(CCN)CC (N1,N1-diethyl-1,2-ethanediamine). Product: C(C=C)ON=C1C[C@H](NC1)C(=O)NCCN(CC)CC ((2S,4EZ)-4-[(allyloxy)imino]-N-[2-(diethylamino)ethyl]-2-pyrrolidinecarboxamide). RXN SMILES: [CH2:1]([O:4][N:5]=[C:6]1[CH2:10][N:9](C(OC(C)(C)C)=O)[C@H:8]([C:18]([OH:20])=O)[CH2:7]1)[CH:2]=[CH2:3].[CH2:21]([N:23]([CH2:27][CH3:28])[CH2:24][CH2:25][NH2:26])[CH3:22]>>[CH2:1]([O:4][N:5]=[C:6]1[CH2:10][NH:9][C@H:8]([C:18]([NH:26][CH2:25][CH2:24][N:23]([CH2:27][CH3:28])[CH2:21][CH3:22])=[O:20])[CH2:7]1)[CH:2]=[CH2:3]. Procedure details: Following the general method as outlined in Example 22, starting from (2S,4EZ)-4-[(allyloxy)-imino]-1-(tert-butoxycarbonyl)-2-pyrrolidinecarboxylic acid, and N1,N1-diethyl-1,2-ethanediamine the title compound was obtained in 78% purity by LC/MS. MS(ESI+): m/z=283.0. Starting materials: C(C1=CC=CC=C1)NC1CCN(CC1)CC1=CC(=NC=C1)C1=CC(=C(C(=C1)OC)OC)OC (4-Benzylamino-1-[[2-(3,4,5-trimethoxyphenyl)pyridin-4-yl]methyl]piperidine), ClCC=1C(=NC=CC1)C1=CC(=C(C(=C1)OC)OC)OC (3-chloromethyl-2-(3,4,5-trimethoxyphenyl)pyridine), tetrahydrochloride. Product: Cl.Cl.Cl.Cl.C(C1=CC=CC=C1)N(CC=1C(=NC=CC1)C1=CC(=C(C(=C1)OC)OC)OC)C1CCN(CC1)CC1=CC(=NC=C1)C1=CC(=C(C(=C1)OC)OC)OC (4-[N-Benzyl-N-[[2-(3,4,5-trimethoxypheny)pyridin-3-yl]-methyl]amino]-1-[[2-(3,4,5-trimethoxyphenyl)pyridin-4-yl]methyl]piperidine Tetrahydrochloride). As a reaction SMILES: [CH2:1]([NH:8][CH:9]1[CH2:14][CH2:13][N:12]([CH2:15][C:16]2[CH:21]=[CH:20][N:19]=[C:18]([C:22]3[CH:27]=[C:26]([O:28][CH3:29])[C:25]([O:30][CH3:31])=[C:24]([O:32][CH3:33])[CH:23]=3)[CH:17]=2)[CH2:11][CH2:10]1)[C:2]1[CH:7]=[CH:6][CH:5]=[CH:4][CH:3]=1.[Cl:34][CH2:35][C:36]1[C:37]([C:42]2[CH:47]=[C:46]([O:48][CH3:49])[C:45]([O:50][CH3:51])=[C:44]([O:52][CH3:53])[CH:43]=2)=[N:38][CH:39]=[CH:40][CH:41]=1>>[ClH:34].[ClH:34].[ClH:34].[ClH:34].[CH2:1]([N:8]([CH:9]1[CH2:10][CH2:11][N:12]([CH2:15][C:16]2[CH:21]=[CH:20][N:19]=[C:18]([C:22]3[CH:27]=[C:26]([O:28][CH3:29])[C:25]([O:30][CH3:31])=[C:24]([O:32][CH3:33])[CH:23]=3)[CH:17]=2)[CH2:13][CH2:14]1)[CH2:35][C:36]1[C:37]([C:42]2[CH:47]=[C:46]([O:48][CH3:49])[C:45]([O:50][CH3:51])=[C:44]([O:52][CH3:53])[CH:43]=2)=[N:38][CH:39]=[CH:40][CH:41]=1)[C:2]1[CH:7]=[CH:6][CH:5]=[CH:4][CH:3]=1 |f:2.3.4.5.6|. Reported procedure: 4-Benzylamino-1-[[2-(3,4,5-trimethoxyphenyl)pyridin-4-yl]methyl]piperidine (134 mg) and 3-chloromethyl-2-(3,4,5-trimethoxyphenyl)pyridine (114 mg) were condensed in the same manner as described in Example 9. A free base obtained was converted to a tetrahydrochloride to give the title compound as yellow powder.